This data is from the Open Reaction Database (ORD), a public repository of structured organic reaction records. The task is: describe an organic reaction: reactants, conditions, products, and yield Starting materials: O=C1CCC(=O)N1Br, COc1ccc2c(O)c(C(C)C)ccc2c1, CN(C)C=O, O. The product is COc1ccc2c(O)c(C(C)C)cc(Br)c2c1. As a reaction SMILES: [Br:17][N:18]1[C:19](=[O:20])[CH2:21][CH2:22][C:23]1=[O:24].[CH:1]([CH3:2])([CH3:3])[c:4]1[c:5]([OH:16])[c:6]2[cH:7][cH:8][c:9]([O:14][CH3:15])[cH:10][c:11]2[cH:12][cH:13]1.[O:25]=[CH:26][N:27]([CH3:28])[CH3:29].[OH2:30]>>[CH:1]([CH3:2])([CH3:3])[c:4]1[c:5]([OH:16])[c:6]2[cH:7][cH:8][c:9]([O:14][CH3:15])[cH:10][c:11]2[c:12]([Br:17])[cH:13]1. Starting materials: C(C)OC(=O)C=1C(C=2C=C3C(=NC2N(C1)CC)C=C(C(=C3)F)F)=O (3-ethoxycarbonyl-1-ethyl-7,8-difluoro-4-oxo-1,4-dihydrobenzo [b][1,8]naphthyridine), COC1=CC=C(C=C1)C1NCCNC1 ((RS)-2-(4-methoxyphenyl)piperazine). Yields the product C(C)OC(=O)C=1C(C=2C=C3C(=NC2N(C1)CC)C=C(C(=C3)F)N3CC(NCC3)C3=CC=C(C=C3)OC)=O ((RS)-3-Ethoxycarbonyl-1-ethyl-7-fluoro-8-[3-(4-methoxyphenyl)-1-piperazinyl]-4-oxo-1,4-dihydrobenzo[b][1,8]naphthyridine). Isolated yield 72.8%. RXN SMILES: [CH2:1]([O:3][C:4]([C:6]1[C:7](=[O:24])[C:8]2[CH:9]=[C:10]3[CH:21]=[C:20]([F:22])[C:19](F)=[CH:18][C:11]3=[N:12][C:13]=2[N:14]([CH2:16][CH3:17])[CH:15]=1)=[O:5])[CH3:2].[CH3:25][O:26][C:27]1[CH:32]=[CH:31][C:30]([CH:33]2[CH2:38][NH:37][CH2:36][CH2:35][NH:34]2)=[CH:29][CH:28]=1>>[CH2:1]([O:3][C:4]([C:6]1[C:7](=[O:24])[C:8]2[CH:9]=[C:10]3[CH:21]=[C:20]([F:22])[C:19]([N:37]4[CH2:36][CH2:35][NH:34][CH:33]([C:30]5[CH:31]=[CH:32][C:27]([O:26][CH3:25])=[CH:28][CH:29]=5)[CH2:38]4)=[CH:18][C:11]3=[N:12][C:13]=2[N:14]([CH2:16][CH3:17])[CH:15]=1)=[O:5])[CH3:2]. Procedure details: (RS)-3-Ethoxycarbonyl-1-ethyl-7-fluoro-8-[3-(4-methoxyphenyl)-1-piperazinyl]-4-oxo-1,4-dihydrobenzo[b][1,8]naphthyridine was prepared under the conditions of Example 33, but starting with 3-ethoxycarbonyl-1-ethyl-7,8-difluoro-4-oxo-1,4-dihydrobenzo [b][1,8]naphthyridine (1.99 g) and (RS)-2-(4-methoxyphenyl)piperazine (2.3 g). (RS)-3-Ethoxycarbonyl-1-ethyl-7-fluoro-8-[3-(4-methoxyphenyl)-1-piperazinyl]-4-oxo-1,4-dihydrobenzo[b][1,8]naphthyridine (2.2 g) is obtained in the form of a beige solid, m... Starting materials: Cl (HCl), CC(=O)C1=C(C=C(C=C1)F)F (2,4-Difluoroacetophenone), C(C)(C)[Si](SC=1C=C(C=CC1)C1(CCOCC1)C(=O)N)(C(C)C)C(C)C (4-{3-[(triisopropylsilyl)thio]phenyl}-tetra-hydro-2H-pyran-4-carboxamide), [F-].C(CCC)[N+](CCCC)(CCCC)CCCC (tetrabutylammonium fluoride), CC(C)([O-])C.[K+] (potassium tert-butoxide). Solvent: C(C)(=O)OCC (ethyl acetate), C1(=CC=CC=C1)C (toluene). Reaction conditions: time 4 hour. The product is C(C)(=O)C1=C(C=C(C=C1)SC=1C=C(C=CC1)C1(CCOCC1)C(=O)N)F (4-{3-[(4-acetyl-3-fluorophenyl)thio]phenyl}tetrahydro-2H-pyran-4-carboxamide). Reaction SMILES: [CH3:1][C:2]([C:4]1[CH:9]=[CH:8][C:7](F)=[CH:6][C:5]=1[F:11])=[O:3].C([Si](C(C)C)(C(C)C)[S:16][C:17]1[CH:18]=[C:19]([C:23]2([C:29]([NH2:31])=[O:30])[CH2:28][CH2:27][O:26][CH2:25][CH2:24]2)[CH:20]=[CH:21][CH:22]=1)(C)C.[F-].C([N+](CCCC)(CCCC)CCCC)CCC.CC(C)([O-])C.[K+].Cl>C(OCC)(=O)C.C1(C)C=CC=CC=1>[C:2]([C:4]1[CH:9]=[CH:8][C:7]([S:16][C:17]2[CH:18]=[C:19]([C:23]3([C:29]([NH2:31])=[O:30])[CH2:28][CH2:27][O:26][CH2:25][CH2:24]3)[CH:20]=[CH:21][CH:22]=2)=[CH:6][C:5]=1[F:11])(=[O:3])[CH3:1] |f:2.3,4.5|. Procedure details: 2,4-Difluoroacetophenone (0.40 g, 2.54 mmols), 4-{3-[(triisopropylsilyl)thio]phenyl}-tetra-hydro-2H-pyran-4-carboxamide (1.0 g, 2.54 mmols), tetrabutylammonium fluoride (0.66 g, 2.54 mmols), and potassium tert-butoxide (1.0 M in THF, 2.54 ml, 2.54 mmols) were added to anhydrous toluene (10 ml). The mixture was warmed to 90 degrees Celcius and stirred for 4 hours. After cooling to room temperature, ethyl acetate was added (100 ml) along with 1.0 N HCl (6 ml). The mixture was then stirred for 30 m... The reactants are CO, CSc1cc2c(cc1[N+](=O)[O-])OCO2. Product: COc1cc(SC)c([N+](=O)[O-])cc1O. RXN SMILES: [CH3:15][OH:16].[CH3:1][S:2][c:3]1[cH:4][c:5]2[c:6]([cH:10][c:11]1[N+:12](=[O:13])[O-:14])[O:7][CH2:8][O:9]2>>[CH3:1][S:2][c:3]1[cH:4][c:5]([O:9][CH3:8])[c:6]([OH:7])[cH:10][c:11]1[N+:12](=[O:13])[O-:14]. Reactants: CC(C)(C)NNC(=O)OC(C)(C)C, O=C(Cl)c1ccccc1, Cc1ccccc1, [Na+], [OH-], O. The product is CC(C)(C)OC(=O)NN(C(=O)c1ccccc1)C(C)(C)C. RXN SMILES: [C:1]([CH3:2])([CH3:3])([CH3:4])[NH:5][NH:6][C:7](=[O:8])[O:9][C:10]([CH3:11])([CH3:12])[CH3:13].[C:24]([Cl:25])(=[O:26])[c:27]1[cH:28][cH:29][cH:30][cH:31][cH:32]1.[CH3:16][c:17]1[cH:18][cH:19][cH:20][cH:21][cH:22]1.[Na+:15].[OH-:14].[OH2:23]>>[C:1]([CH3:2])([CH3:3])([CH3:4])[N:5]([NH:6][C:7](=[O:8])[O:9][C:10]([CH3:11])([CH3:12])[CH3:13])[C:16](=[O:14])[c:17]1[cH:18][cH:19][cH:20][cH:21][cH:22]1. Starting materials: C(C)(C)N(C(C)C)CC (N,N-diisopropylethyl amine), N,N-dimethylaminopyridine, FC(CCCCCO)(OC(C(OC(C(C(C(F)(F)F)(F)F)(F)F)(F)F)(F)F)(F)F)F (6,6-difluoro-6-(perfluoro-2-butoxyethoxy)hexanol), C=1(C(=CC=CC1)S(=O)(=O)Cl)C (toluene sulfonyl chloride). Solvent: ClCCl (dichloromethane). Run at time 10 hour. The product is desired product, C=1(C(=CC=CC1)S(=O)(=O)CCCCCC(OC(C(OC(C(C(C(F)(F)F)(F)F)(F)F)(F)F)(F)F)(F)F)(F)F)C (1-toluenesulfonyl-6,6-difluoro-6-(perfluoro-2-butoxyethoxy)hexane). Reaction SMILES: [F:1][C:2]([F:30])([O:9][C:10]([F:29])([F:28])[C:11]([F:27])([F:26])[O:12][C:13]([F:25])([F:24])[C:14]([F:23])([F:22])[C:15]([F:21])([F:20])[C:16]([F:19])([F:18])[F:17])[CH2:3][CH2:4][CH2:5][CH2:6][CH2:7]O.[C:31]1([CH3:41])[C:32]([S:37](Cl)(=[O:39])=[O:38])=[CH:33][CH:34]=[CH:35][CH:36]=1.C(N(CC)C(C)C)(C)C>ClCCl>[C:31]1([CH3:41])[C:32]([S:37]([CH2:7][CH2:6][CH2:5][CH2:4][CH2:3][C:2]([F:1])([F:30])[O:9][C:10]([F:28])([F:29])[C:11]([F:26])([F:27])[O:12][C:13]([F:24])([F:25])[C:14]([F:22])([F:23])[C:15]([F:20])([F:21])[C:16]([F:17])([F:18])[F:19])(=[O:39])=[O:38])=[CH:33][CH:34]=[CH:35][CH:36]=1. Procedure details: This hexanol (1.2 g, 2.45 Moles)was combined with toluene sulfonyl chloride (0.5 g, 2.58 mmoles), N,N-diisopropylethyl amine (0.85 mL, 4.9 mmoles), and N,N-dimethylaminopyridine (12 mg, 0.98 mmole) in dichloromethane (10 mL). After stirring for 10 hours at room temperature, the desired product, 1-toluenesulfonyl-6,6-difluoro-6-(perfluoro-2-butoxyethoxy)hexane, was isolated by column chromatography (and its structure confirmed by infrared spectroscopy).